Dataset: the Open Reaction Database (ORD), a public repository of structured organic reaction records. Task: describe an organic reaction: reactants, conditions, products, and yield Reaction SMILES: [C:18]([OH:19])(=[O:20])[CH3:21].[CH2:22]([Cl:23])[CH2:24][Cl:25].[NH2:1][c:2]1[cH:3][cH:4][c:5]([CH3:9])[c:6]([OH:8])[cH:7]1.[n:10]1[cH:11][c:12]([CH:16]=[O:17])[cH:13][cH:14][cH:15]1>>[NH:1]([c:2]1[cH:3][cH:4][c:5]([CH3:9])[c:6]([OH:8])[cH:7]1)[CH2:16][c:12]1[cH:11][n:10][cH:15][cH:14][cH:13]1. Yields the product Cc1ccc(NCc2cccnc2)cc1O. Starting materials: CC(=O)O, ClCCCl, Cc1ccc(N)cc1O, O=Cc1cccnc1. Reactants: O=C([O-])[O-], CCc1cc(N)n[nH]1, CC(C)O, Clc1ncc(Cl)c(Cl)n1, [Na+], [Na+], O. Yields the product CCc1cc(Nc2nc(Cl)ncc2Cl)n[nH]1. Reaction SMILES: [C:18](=[O:19])([O-:20])[O-:21].[CH2:1]([CH3:2])[c:3]1[cH:4][c:5]([NH2:8])[n:6][nH:7]1.[CH:25]([OH:26])([CH3:27])[CH3:28].[Cl:9][c:10]1[n:11][cH:12][c:13]([Cl:17])[c:14]([Cl:16])[n:15]1.[Na+:22].[Na+:23].[OH2:24]>>[CH2:1]([CH3:2])[c:3]1[cH:4][c:5]([NH:8][c:14]2[c:13]([Cl:17])[cH:12][n:11][c:10]([Cl:9])[n:15]2)[n:6][nH:7]1. The reactants are CCCCCC (hexane), Cl (HCl), CCOCC (Et2O), ClC1=CC(=C(C(=O)OCC(=O)N2CCN(CC2)CCO[N+](=O)[O-])C=C1S(N)(=O)=O)NCC=1OC=CC1 (2-(4-(2-(Nitrooxy)ethyl)piperazinyl)-2-oxoethyl 4-chloro-2-((2-furylmethyl)amino)-5-sulfamoylbenzoate). Solvent: C(Cl)Cl.CCOC(=O)C.CO (CH2Cl2 EtOAc MeOH). Run at temperature 0 celsius, time 5 minute. The product is Cl.ClC1=CC(=C(C(=O)OCC(=O)N2CCN(CC2)CCO[N+](=O)[O-])C=C1S(N)(=O)=O)NCC=1OC=CC1 (2-(4-(2-(Nitrooxy)ethyl)piperazinyl)-2-oxoethyl 4-chloro-2-((2-furylmethyl)amino)-5-sulfamoylbenzoate, hydrochloride). The yield is 44.8%. RXN SMILES: [Cl:1][C:2]1[C:25]([S:26](=[O:29])(=[O:28])[NH2:27])=[CH:24][C:5]([C:6]([O:8][CH2:9][C:10]([N:12]2[CH2:17][CH2:16][N:15]([CH2:18][CH2:19][O:20][N+:21]([O-:23])=[O:22])[CH2:14][CH2:13]2)=[O:11])=[O:7])=[C:4]([NH:30][CH2:31][C:32]2[O:33][CH:34]=[CH:35][CH:36]=2)[CH:3]=1.Cl.CCOCC.CCCCCC>C(Cl)Cl.CCOC(C)=O.CO>[ClH:1].[Cl:1][C:2]1[C:25]([S:26](=[O:29])(=[O:28])[NH2:27])=[CH:24][C:5]([C:6]([O:8][CH2:9][C:10]([N:12]2[CH2:17][CH2:16][N:15]([CH2:18][CH2:19][O:20][N+:21]([O-:23])=[O:22])[CH2:14][CH2:13]2)=[O:11])=[O:7])=[C:4]([NH:30][CH2:31][C:32]2[O:33][CH:34]=[CH:35][CH:36]=2)[CH:3]=1 |f:4.5.6,7.8|. Procedure: To a solution of the product of Example 5 (0.125 g, 0.23 mmol) in a mixture of CH2Cl2:EtOAc:MeOH (1:1:0.5) (5 mL) at 0° C. was added dropwise a solution of HCl gas in Et2O (0.23 mL, 8.3 mg, 1 M solution, 0.23 mmol). The cloudy solution was stirred at 0° C. for 5 minutes and hexane was added. The precipitate was filtered, washed with hexane and dried under vacuum to give the title compound (30 mg, 22% yield) as a white solid. Mp 120-125° C. (with decomposition). 1H NMR (300 MHz, d6-DMSO) δ 10.60-... RXN SMILES: [NH2:1][C:2]1[CH:7]=[CH:6][CH:5]=[C:4]([CH2:8][C:9]2[CH:14]=[CH:13][CH:12]=[CH:11][CH:10]=2)[N:3]=1>C(O)(=O)C.[Rh]>[NH:1]=[C:2]1[CH2:7][CH2:6][CH2:5][CH:4]([CH2:8][C:9]2[CH:14]=[CH:13][CH:12]=[CH:11][CH:10]=2)[NH:3]1. The product is N=C1NC(CCC1)CC1=CC=CC=C1 (2-imino-6-benzylpiperidine). The reagents and catalysts are [Rh] (Rh/C). Reactants: NC1=NC(=CC=C1)CC1=CC=CC=C1 (2-amino-6-benzylpyridine). Reported procedure: Example 298) A sample of the 2-amino-6-benzylpyridine product of Example 298 A was reduced in acetic acid under hydrogen atmosphere utilizing 5% Rh/C catalyst to afford 2-imino-6-benzylpiperidine as an oil. The oil was purified by C-18 reverse phase chromatography to give a white solid. The solid was dissolved in 1N HCl, lyophilized, and recrystallized from EtOH/EtOAc to give the title product as a white solid. Run in C(C)(=O)O (acetic acid). The reactants are OCCN1C=NC(C1)=S (1-(2-hydroxyethyl)-2-imidazolinethione), CS(=O)(=O)OC (methyl methanesulfonate). Run in C(C)O (ethyl alcohol), COC(C)(C)C (t-butyl methyl ether). Product: S(C)(=O)(=O)O.OCCN1C(=NCC1)SC (1-(2-hydroxyethyl)-2-methylthioimidazoline mesylate). Reaction SMILES: [OH:1][CH2:2][CH2:3][N:4]1[CH2:8][C:7](=S)[N:6]=[CH:5]1.[CH3:10][S:11]([O:14]C)(=[O:13])=[O:12]>C(O)C.COC(C)(C)C>[S:11]([OH:14])(=[O:13])(=[O:12])[CH3:10].[OH:1][CH2:2][CH2:3][N:4]1[CH2:8][CH2:7][N:6]=[C:5]1[S:11][CH3:10] |f:4.5|. Procedure: Twenty grams of 1-(2-hydroxyethyl)-2-imidazolinethione and methyl methanesulfonate (12.75 ml) are dissolved in ethyl alcohol (90 mL) and refluxed for 2 hours. The mixture is cooled to room temperature and diluted with t-butyl methyl ether (1 liter). An oil separates which solidifies on keeping the mixture in the freezer at -20° C. for a few days. The solid is then filtered, washed with butyl methyl ether and dried to give 1-(2-hydroxyethyl)-2-methylthioimidazoline mesylate, melting point 78.9°-8... The reactants are C1CCOC1, COCn1cc(CNS(=O)(=O)c2ccc(C(F)(F)F)cc2)c(C(O)c2ccc(F)cc2)n1, CC(C)OC(=O)N=NC(=O)OC(C)C, c1ccc(P(c2ccccc2)c2ccccc2)cc1. The product is COCn1cc2c(n1)C(c1ccc(F)cc1)N(S(=O)(=O)c1ccc(C(F)(F)F)cc1)C2. RXN SMILES: [CH2:66]1[O:67][CH2:68][CH2:69][CH2:70]1.[F:34][c:35]1[cH:36][cH:37][c:38]([CH:41]([c:42]2[n:43][n:44]([CH2:62][O:63][CH3:64])[cH:45][c:46]2[CH2:47][NH:48][S:49](=[O:50])(=[O:51])[c:52]2[cH:53][cH:54][c:55]([C:58]([F:59])([F:60])[F:61])[cH:56][cH:57]2)[OH:65])[cH:39][cH:40]1.[O:1]=[C:2]([O:3][CH:4]([CH3:5])[CH3:6])[N:7]=[N:8][C:9]([O:10][CH:11]([CH3:12])[CH3:13])=[O:14].[c:15]1([P:16]([c:17]2[cH:18][cH:19][cH:20][cH:21][cH:22]2)[c:23]2[cH:24][cH:25][cH:26][cH:27][cH:28]2)[cH:29][cH:30][cH:31][cH:32][cH:33]1>>[F:34][c:35]1[cH:36][cH:37][c:38]([CH:41]2[c:42]3[n:43][n:44]([CH2:62][O:63][CH3:64])[cH:45][c:46]3[CH2:47][N:48]2[S:49](=[O:50])(=[O:51])[c:52]2[cH:53][cH:54][c:55]([C:58]([F:59])([F:60])[F:61])[cH:56][cH:57]2)[cH:39][cH:40]1. Reactants: N1(CCNCC1)C=1C=CC=2N(N1)C(=NN2)C(F)(F)F (6-(piperazin-1-yl)-3-(trifluoromethyl)-[1,2,4]triazolo[4,3-b]pyridazine), C(C=C)OC=1C=C(C=O)C=CC1 (3-prop-2-enoxybenzaldehyde). Product: C(C=C)OC=1C=C(C=CC1)CN1CCN(CC1)C=1C=CC=2N(N1)C(=NN2)C(F)(F)F (6-[4-[(3-prop-2-enoxyphenyl)methyl]piperazin-1-yl]-3-(trifluoromethyl)-[1,2,4]triazolo[4,3-b]pyridazine). Reaction SMILES: [N:1]1([C:7]2[CH:8]=[CH:9][C:10]3[N:11]([C:13]([C:16]([F:19])([F:18])[F:17])=[N:14][N:15]=3)[N:12]=2)[CH2:6][CH2:5][NH:4][CH2:3][CH2:2]1.[CH2:20]([O:23][C:24]1[CH:25]=[C:26]([CH:29]=[CH:30][CH:31]=1)[CH:27]=O)[CH:21]=[CH2:22]>>[CH2:20]([O:23][C:24]1[CH:25]=[C:26]([CH2:27][N:4]2[CH2:3][CH2:2][N:1]([C:7]3[CH:8]=[CH:9][C:10]4[N:11]([C:13]([C:16]([F:17])([F:18])[F:19])=[N:14][N:15]=4)[N:12]=3)[CH2:6][CH2:5]2)[CH:29]=[CH:30][CH:31]=1)[CH:21]=[CH2:22]. Procedure: Reductive amination of 6-(piperazin-1-yl)-3-(trifluoromethyl)-[1,2,4]triazolo[4,3-b]pyridazine with 3-prop-2-enoxybenzaldehyde was carried out according to General Synthetic Method 7. The crude product was purified by hplc using a Waters XBridge Prep C18 OBD column, 5μ silica, 30 mm diameter, 100 mm length eluted with decreasingly polar mixtures of water (containing 0.1% aqueous ammonia) and acetonitrile as eluents to give 6-[4-[(3-prop-2-enoxyphenyl)methyl]piperazin-1-yl]-3-(trifluoromethyl)-[1... Starting materials: O=C(O)c1cc([N+](=O)[O-])cc2c1NCCC2, CN(C)C=O. The product is Nc1cc2c(c(C(=O)O)c1)NCCC2. Reaction SMILES: [N+:1]([O-:2])(=[O:3])[c:4]1[cH:5][c:6]2[c:11]([c:12]([C:14](=[O:15])[OH:16])[cH:13]1)[NH:10][CH2:9][CH2:8][CH2:7]2.[O:17]=[CH:18][N:19]([CH3:20])[CH3:21]>>[NH2:1][c:4]1[cH:5][c:6]2[c:11]([c:12]([C:14](=[O:15])[OH:16])[cH:13]1)[NH:10][CH2:9][CH2:8][CH2:7]2.